This data is from the Open Reaction Database (ORD), a public repository of structured organic reaction records. The task is: describe an organic reaction: reactants, conditions, products, and yield Starting materials: COC(=O)C=1SC(=C(C1)S(=O)(=O)C=1C=NC(=C(C1)Cl)Br)[N+](=O)[O-] (4-(6-Bromo-5-chloro-pyridine-3-sulfonyl)-5-nitro-thiophene-2-carboxylic acid methyl ester), C[S-].[Na+] (sodium thiomethoxide), C(C)(=O)O (acetic acid). Yields the product COC(=O)C=1SC(=C(C1)S(=O)(=O)C=1C=NC(=C(C1)Cl)Br)SC (4-(6-Bromo-5-chloro-pyridine-3-sulfonyl)-5-methylsulfanyl-thiophene-2-carboxylic acid methyl ester). Yield: 22.9%. RXN SMILES: [CH3:1][O:2][C:3]([C:5]1[S:6][C:7]([N+]([O-])=O)=[C:8]([S:10]([C:13]2[CH:14]=[N:15][C:16]([Br:20])=[C:17]([Cl:19])[CH:18]=2)(=[O:12])=[O:11])[CH:9]=1)=[O:4].[CH3:24][S-:25].[Na+].C(O)(=O)C>>[CH3:1][O:2][C:3]([C:5]1[S:6][C:7]([S:25][CH3:24])=[C:8]([S:10]([C:13]2[CH:14]=[N:15][C:16]([Br:20])=[C:17]([Cl:19])[CH:18]=2)(=[O:12])=[O:11])[CH:9]=1)=[O:4] |f:1.2|. Procedure details: The procedure described in Example 27: step a was followed using 4-(6-Bromo-5-chloro-pyridine-3-sulfonyl)-5-nitro-thiophene-2-carboxylic acid methyl ester (63 mg, 0.14 mmol, Example 123: step b) and sodium thiomethoxide (0.5 M in EtOH, 0.18 mmol, 360 μL). The reaction was quenched with acetic acid (10 uL, 0.18 mol) followed by concentration in vacuo. The residue was then dissolved into EtOAc and washed with saturated NaHCO3 and brine solutions. The organic layers were dried (Na2SO4) and removal ... The reactants are N1=CC(=CC=C1)C (3-picoline), Cl (hydrochloric acid), C(CCCCC)O (n-hexanol), [OH-].[Na+] (sodium hydroxide), C(CCCC)=C1C(CCC1)=O (2-pentylidene cyclopentanone), Cl (hydrochloric acid), Cl (hydrochloric acid), resultant mixture. Conditions: temperature 160 celsius, time 2 hour. Yields the product C(CCCC)C=1C(CCC1)=O (2-pentyl-2-cyclopentenone). Yield: 90.2%. Reaction SMILES: N1C=CC=C(C)C=1.Cl.C(O)CCCCC.[CH:16](=[C:21]1[CH2:25][CH2:24][CH2:23][C:22]1=[O:26])[CH2:17][CH2:18][CH2:19][CH3:20].[OH-].[Na+]>>[CH2:16]([C:21]1[C:22](=[O:26])[CH2:23][CH2:24][CH:25]=1)[CH2:17][CH2:18][CH2:19][CH3:20] |f:4.5|. Procedure: 15.09 g (0.16 mol) of 3-picoline and 5.63 g (0.055 mol) of a 35% hydrochloric acid were mixed with 82.2 g of n-hexanol and heated to 160° C. Then, 164.4 g (1.08 mol) of 2-pentylidene cyclopentanone were added dropwise thereto at the same temperature for 2 hours and a 35% hydrochloric acid was simultaneously added dropwise thereto at the rate of 1.41 g (0.014 mol)/h for 2 hours. After the dropping addition was finished, the resultant mixture was stirred for 5 hours under heating at the same tempe... Starting materials: NC=1SC(=C(N1)C)C(=O)OC (methyl 2-amino-4-methylthiazole-5-carboxylate), S(=O)(=O)(C)Cl (mesyl chloride). Run in N1=CC=CC=C1 (pyridine). Product: S(=O)(=O)(C)NC=1SC(=C(N1)C)C(=O)OC (methyl 2-mesylamino-4-methylthiazole-5-carboxylate). RXN SMILES: [NH2:1][C:2]1[S:3][C:4]([C:8]([O:10][CH3:11])=[O:9])=[C:5]([CH3:7])[N:6]=1.[S:12](Cl)([CH3:15])(=[O:14])=[O:13]>N1C=CC=CC=1>[S:12]([NH:1][C:2]1[S:3][C:4]([C:8]([O:10][CH3:11])=[O:9])=[C:5]([CH3:7])[N:6]=1)([CH3:15])(=[O:14])=[O:13]. Procedure: To a mixture of methyl 2-amino-4-methylthiazole-5-carboxylate (3.72 g) and pyridine (25 ml) was added mesyl chloride (1.6 ml) over the period of 5 minutes under cooling with stirring, and the mixture was stirred for 1 hour at ambient temperature and for 3 hours for 40° C. After the reaction mixture was concentrated, ethyl acetate (50 ml) and tetrahydrofuran (20 ml) were added to the residue and the mixture was adjusted to pH 3 with diluted hydrochloric acid. The separated organic layer was washe... The reactants are O=C([O-])[O-], C=CCBr, CC(C)=O, CCCCCC, [K+], [K+], Oc1ccc2c(c1)CC(CCc1ccccc1)O2. Product: C=CCOc1ccc2c(c1)CC(CCc1ccccc1)O2. As a reaction SMILES: [C:19](=[O:20])([O-:21])[O-:22].[CH2:25]([CH:26]=[CH2:27])[Br:28].[CH3:29][C:30](=[O:31])[CH3:32].[CH3:33][CH2:34][CH2:35][CH2:36][CH2:37][CH3:38].[K+:23].[K+:24].[OH:1][c:2]1[cH:3][cH:4][c:5]2[c:6]([cH:18]1)[CH2:7][CH:8]([CH2:10][CH2:11][c:12]1[cH:13][cH:14][cH:15][cH:16][cH:17]1)[O:9]2>>[O:1]([c:2]1[cH:3][cH:4][c:5]2[c:6]([cH:18]1)[CH2:7][CH:8]([CH2:10][CH2:11][c:12]1[cH:13][cH:14][cH:15][cH:16][cH:17]1)[O:9]2)[CH2:27][CH:26]=[CH2:25]. Reactants: C(C)(C)(C)C=1CN(C(NN1)=O)NC(C)=O (N-(6-tert-butyl-3-oxo-2,5-dihydro-3H-1,2,4-triazin-4-yl)-acetamide), Cl (HCl), [OH-].[Na+] (NaOH). Run in CO (MeOH). Run at temperature 0 celsius. Product: NN1C(NN=C(C1)C(C)(C)C)=O (4-amino-6-tert-butyl-4,5-dihydro-2H-1,2,4-triazin-3-one). Isolated yield 86.7%. Reaction SMILES: [C:1]([C:5]1[CH2:6][N:7]([NH:12]C(=O)C)[C:8](=[O:11])[NH:9][N:10]=1)([CH3:4])([CH3:3])[CH3:2].Cl.[OH-].[Na+]>CO>[NH2:12][N:7]1[CH2:6][C:5]([C:1]([CH3:3])([CH3:2])[CH3:4])=[N:10][NH:9][C:8]1=[O:11] |f:2.3|. Reported procedure: To a slurry of N-(6-tert-butyl-3-oxo-2,5-dihydro-3H-1,2,4-triazin-4-yl)-acetamide (0.51 g, 2.40 mmol) in MeOH (5 mL) is added concentrated HCl (0.33 mL, 3.84 mmol). The mixture is heated to reflux for 3 h. The mixture is then chilled to 0° C. and basified with 1 M aqueous NaOH (2.9 mL) to pH 12, and concentrated in vacuo. EtOH is added to the residue with stirring and the mixture is filtered. The filtrate is concentrated in vacuo. CH3CN is added to the residue with stirring and the mixture is fi... The reactants are C=CCc1ccc(OCCC(C)C)c2c(=O)cc(C(=O)O)oc12, CCO, [H][H]. Product: CCCc1ccc(OCCC(C)C)c2c(=O)cc(C(=O)O)oc12. RXN SMILES: [CH2:1]([CH:2]=[CH2:3])[c:4]1[cH:5][cH:6][c:7]([O:18][CH2:19][CH2:20][CH:21]([CH3:22])[CH3:23])[c:8]2[c:9](=[O:17])[cH:10][c:11]([C:14](=[O:15])[OH:16])[o:12][c:13]12.[CH3:26][CH2:27][OH:28].[H:24][H:25]>>[CH2:1]([CH2:2][CH3:3])[c:4]1[cH:5][cH:6][c:7]([O:18][CH2:19][CH2:20][CH:21]([CH3:22])[CH3:23])[c:8]2[c:9](=[O:17])[cH:10][c:11]([C:14](=[O:15])[OH:16])[o:12][c:13]12. Starting materials: CO, CCN(C(C)C)C(C)C, CC(C)(C)c1nc(-c2cccc(NS(=O)(=O)c3cc(F)ccc3F)c2F)c(-c2ccnc(Cl)n2)s1, ClCCl, NCCN1CCCC1=O. Yields the product CC(C)(C)c1nc(-c2cccc(NS(=O)(=O)c3cc(F)ccc3F)c2F)c(-c2ccnc(NCCN3CCCC3=O)n2)s1. As a reaction SMILES: [CH3:54][OH:55].[CH:45]([N:46]([CH2:47][CH3:48])[CH:49]([CH3:50])[CH3:51])([CH3:52])[CH3:53].[Cl:1][c:2]1[n:3][cH:4][cH:5][c:6](-[c:8]2[c:9](-[c:17]3[c:18]([F:35])[c:19]([NH:23][S:24](=[O:25])(=[O:26])[c:27]4[c:28]([F:34])[cH:29][cH:30][c:31]([F:33])[cH:32]4)[cH:20][cH:21][cH:22]3)[n:10][c:11]([C:13]([CH3:14])([CH3:15])[CH3:16])[s:12]2)[n:7]1.[Cl:56][CH2:57][Cl:58].[NH2:36][CH2:37][CH2:38][N:39]1[C:40](=[O:44])[CH2:41][CH2:42][CH2:43]1>>[c:2]1([NH:36][CH2:37][CH2:38][N:39]2[C:40](=[O:44])[CH2:41][CH2:42][CH2:43]2)[n:3][cH:4][cH:5][c:6](-[c:8]2[c:9](-[c:17]3[c:18]([F:35])[c:19]([NH:23][S:24](=[O:25])(=[O:26])[c:27]4[c:28]([F:34])[cH:29][cH:30][c:31]([F:33])[cH:32]4)[cH:20][cH:21][cH:22]3)[n:10][c:11]([C:13]([CH3:14])([CH3:15])[CH3:16])[s:12]2)[n:7]1. The product is NC1=NC=2C=CC=NC2C2=C1N=C(N2CCCCNC(CSC2=NC=CC=N2)=O)CCCC (N1-[4-(4-amino-2-butyl-1H-imidazo[4,5-c][1,5]naphthyridin-1-yl)butyl]-2-(2-pyrimidinylsulfanyl)acetamide). Reported procedure: Using the general method of Example 105 (2-pyrimidinylthio)acetic acid (0.11 g, 64 mmol) was reacted with 4-(4-amino-2-butyl-1H-imidazo[4,5-c][1,5]naphthyridin-1-yl)butaneamine (0.2 g, 0.64 mmol) to provide N1-[4-(4-amino-2-butyl-1H-imidazo[4,5-c][1,5]naphthyridin-1-yl)butyl]-2-(2-pyrimidinylsulfanyl)acetamide as a white solid, m.p. 156-160° C. (dec.). The reactants are N1=C(N=CC=C1)SCC(=O)O ((2-pyrimidinylthio)acetic acid), NC1=NC=2C=CC=NC2C2=C1N=C(N2CCCCN)CCCC (4-(4-amino-2-butyl-1H-imidazo[4,5-c][1,5]naphthyridin-1-yl)butaneamine). Reaction SMILES: [N:1]1[CH:6]=[CH:5][CH:4]=[N:3][C:2]=1[S:7][CH2:8][C:9]([OH:11])=O.[NH2:12][C:13]1[C:22]2[N:23]=[C:24]([CH2:31][CH2:32][CH2:33][CH3:34])[N:25]([CH2:26][CH2:27][CH2:28][CH2:29][NH2:30])[C:21]=2[C:20]2[N:19]=[CH:18][CH:17]=[CH:16][C:15]=2[N:14]=1>>[NH2:12][C:13]1[C:22]2[N:23]=[C:24]([CH2:31][CH2:32][CH2:33][CH3:34])[N:25]([CH2:26][CH2:27][CH2:28][CH2:29][NH:30][C:9](=[O:11])[CH2:8][S:7][C:2]3[N:1]=[CH:6][CH:5]=[CH:4][N:3]=3)[C:21]=2[C:20]2[N:19]=[CH:18][CH:17]=[CH:16][C:15]=2[N:14]=1. Reactants: aqueous solution, CC(=O)OCC1=C(N2[C@@H]([C@@H](C2=O)N)SC1)C(=O)O (7-aminocephalosporanic acid), P(=O)([O-])([O-])[O-] (phosphate), sodium biphosphate dihydrate, P(=O)(O)([O-])[O-].[Na+].[Na+] (disodium hydrogen phosphate), C(CCCCC)N1N=NN=C1S (1-hexyl-1H-tetrazole-5-thiol), C([O-])([O-])=O.[Na+].[Na+] (sodium carbonate). The solvent is O (water). Reaction conditions: time 2 hour. The product is NC1[C@@H]2N(C(=C(CS2)CSC2=NN=NN2CCCCCC)C(=O)O)C1=O (7-amino-3-(1-hexyl-1H-tetrazol-5-yl)thiomethyl-3-cephem-4-carboxylic acid). Yield: 53.0%. Reaction SMILES: CC(O[CH2:5][C:6]1[CH2:15][S:14][C@@H:9]2[C@H:10]([NH2:13])[C:11](=[O:12])[N:8]2[C:7]=1[C:16]([OH:18])=[O:17])=O.P([O-])([O-])([O-])=O.P([O-])([O-])(O)=O.[Na+].[Na+].C(=O)([O-])[O-].[Na+].[Na+].[CH2:37]([N:43]1[C:47]([SH:48])=[N:46][N:45]=[N:44]1)[CH2:38][CH2:39][CH2:40][CH2:41][CH3:42]>O>[NH2:13][CH:10]1[C:11](=[O:12])[N:8]2[C:7]([C:16]([OH:18])=[O:17])=[C:6]([CH2:5][S:48][C:47]3[N:43]([CH2:37][CH2:38][CH2:39][CH2:40][CH2:41][CH3:42])[N:44]=[N:45][N:46]=3)[CH2:15][S:14][C@H:9]12 |f:2.3.4,5.6.7|. Procedure details: To 7-aminocephalosporanic acid (150.0 g.) was added 0.2 M phosphate buffer solution (3 l.), which was prepared by dissolving sodium biphosphate dihydrate (62.1 g.) and disodium hydrogen phosphate (25.5 g.) in water (3 l.), and the resulting mixture was adjusted to pH 6.5 with 2 N aqueous solution of sodium carbonate. To the mixture was added 1-hexyl-1H-tetrazole-5-thiol (154.6 g.) and the resulting mixture was stirred for 2 hours at 60° to 65° C. and at pH 6.0 to 6.5 with bubbling of nitrogen ga...